This data is from the Open Reaction Database (ORD), a public repository of structured organic reaction records. The task is: describe an organic reaction: reactants, conditions, products, and yield Reactants: FC(S(=O)(=O)OC1=CC(=C(C(=C1)Cl)CC1C(N(CC1)C1CCCCC1)=O)Cl)(F)F (3,5-dichloro-4-((1-cyclohexyl-2-oxopyrrolidin-3-yl)methyl)phenyl trifluoromethanesulfonate), C(=O)(O)CCC1=CC=C(C=C1)B(O)O (4-(2-carboxyethyl)benzene boronic acid), Pd(Ph3)4. Solvent: O1CCOCC1 (1,4-dioxane), C(=O)([O-])[O-].[Na+].[Na+] (Na2CO3). Conditions: temperature 95 celsius. The product is ClC=1C=C(C=C(C1CC1C(N(CC1)C1CCCCC1)=O)Cl)C1=CC=C(C=C1)CCC(=O)O (3-[3′,5′-Dichloro-4′-(1-cyclohexyl-2-oxo-pyrrolidin-3-ylmethyl)-biphenyl-4-yl]-propionic acid). Yield: 124.8%. As a reaction SMILES: FC(F)(F)S(O[C:7]1[CH:12]=[C:11]([Cl:13])[C:10]([CH2:14][CH:15]2[CH2:19][CH2:18][N:17]([CH:20]3[CH2:25][CH2:24][CH2:23][CH2:22][CH2:21]3)[C:16]2=[O:26])=[C:9]([Cl:27])[CH:8]=1)(=O)=O.[C:30]([CH2:33][CH2:34][C:35]1[CH:40]=[CH:39][C:38](B(O)O)=[CH:37][CH:36]=1)([OH:32])=[O:31]>O1CCOCC1.C([O-])([O-])=O.[Na+].[Na+]>[Cl:27][C:9]1[CH:8]=[C:7]([C:38]2[CH:39]=[CH:40][C:35]([CH2:34][CH2:33][C:30]([OH:32])=[O:31])=[CH:36][CH:37]=2)[CH:12]=[C:11]([Cl:13])[C:10]=1[CH2:14][CH:15]1[CH2:19][CH2:18][N:17]([CH:20]2[CH2:25][CH2:24][CH2:23][CH2:22][CH2:21]2)[C:16]1=[O:26] |f:3.4.5|. Reported procedure: Charge a vial with 3,5-dichloro-4-((1-cyclohexyl-2-oxopyrrolidin-3-yl)methyl)phenyl trifluoromethanesulfonate (Example 240) (0.30 g, 0.63 mmol), 4-(2-carboxyethyl)benzene boronic acid (0.123 g, 0.634 mmol) and Pd(Ph3)4 (0.073 g, 0.063 mmol) in 1,4-dioxane (5 mL) and 2 M Na2CO3 (1 mL) and heat to 95° C. for 16 hours. Cool the reaction, extract with ethyl acetate and water, dry the organic layer (Na2SO4) and purify by HPLC (5 to 95% acetonitrile in water with 0.1% trifluroacetic acid buffer) to af... The reactants are NCCNC(=O)C1=NC(=C2N=CN(C2=N1)[C@@H]1O[C@@H]([C@H]([C@H]1O)O)CO)NCC(C1=CC=CC=C1)C1=CC=CC=C1 (N-(2-Aminoethyl)-9-[(2R,3R,4S,5R)-3,4-dihydroxy-5-(hydroxymethyl)tetrahydro-2-furanyl]-6-[(2,2-diphenylethyl)amino]-9H-purine-2-carboxamide), N1(C=NC=C1)C(=O)N (1H-imidazole-1-carboxamide). The solvent is C1(=CC=CC=C1)C (toluene), C(C)(C)O (isopropanol). The product is O[C@H]1[C@@H](O[C@@H]([C@H]1O)CO)N1C2=NC(=NC(=C2N=C1)NCC(C1=CC=CC=C1)C1=CC=CC=C1)C(=O)NCCNC(=O)NCCN1CCCCC1 (9-[(2R,3R,4S,5R)-3,4-Dihydroxy-5-(hydroxymethyl)tetrahydro-2-furanyl]-6-[(2,2-diphenylethyl)amino]-N-{2-[({[2-(1-piperidinyl)ethyl]amino}carbonyl)amino]ethyl}-9H-purine-2-carboxamide). Isolated yield 145.4%. As a reaction SMILES: [NH2:1][CH2:2][CH2:3][NH:4][C:5]([C:7]1[N:15]=[C:14]2[C:10]([N:11]=[CH:12][N:13]2[C@H:16]2[C@H:20]([OH:21])[C@H:19]([OH:22])[C@@H:18]([CH2:23][OH:24])[O:17]2)=[C:9]([NH:25][CH2:26][CH:27]([C:34]2[CH:39]=[CH:38][CH:37]=[CH:36][CH:35]=2)[C:28]2[CH:33]=[CH:32][CH:31]=[CH:30][CH:29]=2)[N:8]=1)=[O:6].[N:40]1([C:45](N)=[O:46])[CH:44]=[CH:43][N:42]=[CH:41]1>C1(C)C=CC=CC=1.C(O)(C)C>[OH:21][C@@H:20]1[C@H:19]([OH:22])[C@@H:18]([CH2:23][OH:24])[O:17][C@H:16]1[N:13]1[CH:12]=[N:11][C:10]2[C:14]1=[N:15][C:7]([C:5]([NH:4][CH2:3][CH2:2][NH:1][C:45]([NH:40][CH2:44][CH2:43][N:42]1[CH2:20][CH2:19][CH2:18][CH2:23][CH2:41]1)=[O:46])=[O:6])=[N:8][C:9]=2[NH:25][CH2:26][CH:27]([C:34]1[CH:39]=[CH:38][CH:37]=[CH:36][CH:35]=1)[C:28]1[CH:29]=[CH:30][CH:31]=[CH:32][CH:33]=1. Procedure: N-(2-Aminoethyl)-9-[(2R,3R,4S,5R)-3,4-dihydroxy-5-(hydroxymethyl)tetrahydro-2-furanyl]-6-[(2,2-diphenylethyl)amino]-9H-purine-2-carboxamide (Preparation 17) (90 mg, 0.17 mmol) and N-[2-1-piperidinyl)ethyl]-1H-imidazole-1-carboxamide (Preparation 18) (40 mg, 0.18 mmol) were dissolved in a mixture of toluene (4 ml) and isopropanol (1 ml) and the solution heated under reflux for four hours. The solvent was removed under reduced pressure and the residue purified by column chromatography on silica ge... Starting materials: CC1=CC=C(C2=CC=CC=C12)C(=O)Cl (4-methyl-1-naphthoyl chloride), CC1=CC=2C(=NC=CC2)N1CCN1CCOCC1 (4-(2-(2-methyl-1H-pyrrolo[2,3-b]pyridin-1-yl)ethyl)morpholine), [Cl-].[Cl-].C(C)[Al+2] (ethyl aluminum dichloride). The solvent is C(Cl)Cl (CH2Cl2). Yields the product CC1=C(C=2C(=NC=CC2)N1CCN1CCOCC1)C(=O)C1=CC=C(C2=CC=CC=C12)C ((2-methyl-1-(2-morpholino ethyl)-1H-pyrrolo[2,3-b]pyridin-3-yl)(4-methylnaphthalen-1-yl)methanone). RXN SMILES: [CH3:1][C:2]1[C:11]2[C:6](=[CH:7][CH:8]=[CH:9][CH:10]=2)[C:5]([C:12](Cl)=[O:13])=[CH:4][CH:3]=1.[CH3:15][C:16]1[N:24]([CH2:25][CH2:26][N:27]2[CH2:32][CH2:31][O:30][CH2:29][CH2:28]2)[C:19]2=[N:20][CH:21]=[CH:22][CH:23]=[C:18]2[CH:17]=1.[Cl-].[Cl-].C([Al+2])C>C(Cl)Cl>[CH3:15][C:16]1[N:24]([CH2:25][CH2:26][N:27]2[CH2:32][CH2:31][O:30][CH2:29][CH2:28]2)[C:19]2=[N:20][CH:21]=[CH:22][CH:23]=[C:18]2[C:17]=1[C:12]([C:5]1[C:6]2[C:11](=[CH:10][CH:9]=[CH:8][CH:7]=2)[C:2]([CH3:1])=[CH:3][CH:4]=1)=[O:13] |f:2.3.4|. Procedure: To a solution of 4-methyl-1-naphthoyl chloride (112 mg, 0.55 mmol) and 4-(2-(2-methyl-1H-pyrrolo[2,3-b]pyridin-1-yl)ethyl)morpholine (143 mg, 0.59 mmol) in 2.5 mL CH2Cl2 at −70° C. was added dropwise ethyl aluminum dichloride (0.67 mL, 1.21 mmol, 1.8 M in toluene). The reaction mixture was allowed to slowly warm to room temperature overnight. The reaction mixture was then partitioned between ethyl acetate and cold H2O, and the aqueous layer extracted twice with ethyl acetate. The combined organi... The reactants are CC(C[C@H](C(C(=O)OCC1=CC=CC=C1)C(=O)OC(C)(C)C)C(=O)OCC1=CC=CC=C1)C (1,2-dibenzyl 1-tert.butyl 4-methyl-1,1,2(R)-pentanetricarboxylate), C(C#C)Br (propargyl bromide). Yields the product CC(C[C@H](C(C(=O)OCC1=CC=CC=C1)(C(=O)OC(C)(C)C)CC#C)C(=O)OCC1=CC=CC=C1)C (1,2-dibenzyl 1-tert.butyl 4-methyl-1-(prop-2-yn-1-yl)-1,1,2(R)-pentanetricarboxylate). Isolated yield 103.0%. Reaction SMILES: [CH3:1][CH:2]([CH3:33])[CH2:3][C@@H:4]([C:23]([O:25][CH2:26][C:27]1[CH:32]=[CH:31][CH:30]=[CH:29][CH:28]=1)=[O:24])[CH:5]([C:16]([O:18][C:19]([CH3:22])([CH3:21])[CH3:20])=[O:17])[C:6]([O:8][CH2:9][C:10]1[CH:15]=[CH:14][CH:13]=[CH:12][CH:11]=1)=[O:7].[CH2:34](Br)[C:35]#[CH:36]>>[CH3:1][CH:2]([CH3:33])[CH2:3][C@@H:4]([C:23]([O:25][CH2:26][C:27]1[CH:28]=[CH:29][CH:30]=[CH:31][CH:32]=1)=[O:24])[C:5]([CH2:36][C:35]#[CH:34])([C:16]([O:18][C:19]([CH3:22])([CH3:21])[CH3:20])=[O:17])[C:6]([O:8][CH2:9][C:10]1[CH:15]=[CH:14][CH:13]=[CH:12][CH:11]=1)=[O:7]. Procedure details: In a manner analogous to that described in Example 45(i), from 5.0 g of 1,2-dibenzyl 1-tert.butyl 4-methyl-1,1,2(R)-pentanetricarboxylate and 3.3 g of propargyl bromide there were obtained 5.58 g of 1,2-dibenzyl 1-tert.butyl 4-methyl-1-(prop-2-yn-1-yl)-1,1,2(R)-pentanetricarboxylate in the form of a colorless oil; MS 493 (M+H)+.